describe an organic reaction: reactants, conditions, products, and yield From a dataset of the Open Reaction Database (ORD), a public repository of structured organic reaction records. Reactants: CON=C(C(=O)OCC)CC(CCCC)=O (Ethyl 2-methoxyimino-4-oxooctanoate), C(C)(C)(C)NS(=O)(=O)C1=C(C=CC=C1)C1=CC=C(C=C1)CBr ([2'-(N-t-butylsulfamoyl)biphenyl-4-yl]methyl bromide), C([O-])([O-])=O.[K+].[K+] (potassium carbonate). Procedure details: A mixture of 50 mg (0.218 mmol) of ethyl 2-methoxyimino-4-oxooctanoate (from Step A), 83 mg (0.218 mmol) of [2'-(N-t-butylsulfamoyl)biphenyl-4-yl]methyl bromide (from Step E), 36 mg (0.262 mmol) of freshly pulverized anhydrous potassium carbonate, and 0.6 mL of dry DMF was stirred vigorously for 24 hours at room temperature at which time the starting material was all consumed [TLC (5:1 hexane/EtOAc)]. The mixture was partitioned between 10 mL of EtOAc and 10 mL of 0.2N HCl. The EtOAc layer was t... Product: C(C)(C)(C)NS(=O)(=O)C1=C(C=CC=C1)C1=CC=C(C=C1)CC(C(C(=O)OCC)=NOC)C(CCCC)=O (Ethyl 3-[[2'-(N-t-Butylsulfamoyl)biphenyl-4-yl]methyl]-2-methoxyimino-4-oxooctanoate). Yield: 71.7%. As a reaction SMILES: [CH3:1][O:2][N:3]=[C:4]([CH2:10][C:11](=[O:16])[CH2:12][CH2:13][CH2:14][CH3:15])[C:5]([O:7][CH2:8][CH3:9])=[O:6].[C:17]([NH:21][S:22]([C:25]1[CH:30]=[CH:29][CH:28]=[CH:27][C:26]=1[C:31]1[CH:36]=[CH:35][C:34]([CH2:37]Br)=[CH:33][CH:32]=1)(=[O:24])=[O:23])([CH3:20])([CH3:19])[CH3:18].C(=O)([O-])[O-].[K+].[K+]>CN(C=O)C>[C:17]([NH:21][S:22]([C:25]1[CH:30]=[CH:29][CH:28]=[CH:27][C:26]=1[C:31]1[CH:36]=[CH:35][C:34]([CH2:37][CH:10]([C:11](=[O:16])[CH2:12][CH2:13][CH2:14][CH3:15])[C:4](=[N:3][O:2][CH3:1])[C:5]([O:7][CH2:8][CH3:9])=[O:6])=[CH:33][CH:32]=1)(=[O:24])=[O:23])([CH3:20])([CH3:19])[CH3:18] |f:2.3.4|. Run at time 24 hour. Solvent: CN(C)C=O (DMF). Starting materials: N1CCC(C(=O)N)CC1 (isonipecotamide), C(C(C)(C)C)=O (pivalaldehyde), O (water), C(#N)[BH3-].[Na+] (sodium cyanoborohydride). The reagents and catalysts are CC([O-])C.[Ti+4].CC([O-])C.CC([O-])C.CC([O-])C (titanium(IV) isopropoxide). Solvent: O1CCCC1 (tetrahydrofuran). Reaction conditions: time 21 hour. Product: CC(CN1CCC(CC1)CC(=O)N)(C)C (1-(2,2-dimethylpropyl)piperidine-4-carboxyamide). RXN SMILES: [NH:1]1[CH2:9][CH2:8][CH:4]([C:5](N)=O)[CH2:3][CH2:2]1.[CH:10](=O)[C:11]([CH3:14])([CH3:13])[CH3:12].[C:16]([BH3-])#[N:17].[Na+].[OH2:20]>O1CCCC1.CC(C)[O-].[Ti+4].CC(C)[O-].CC(C)[O-].CC(C)[O-]>[CH3:10][C:11]([CH3:14])([CH3:13])[CH2:12][N:1]1[CH2:9][CH2:8][CH:4]([CH2:5][C:16]([NH2:17])=[O:20])[CH2:3][CH2:2]1 |f:2.3,6.7.8.9.10|. Procedure: To a solution of isonipecotamide (2 g, 15.6 mmol) and pivalaldehyde (2.0 mL, 18.7 mmol) in tetrahydrofuran (200 mL) was added titanium(IV) isopropoxide (4.6 mL, 15.6 mmol) and the mixture was stirred at room temperature for 21 h under nitrogen. Solvent was removed, the residue was dissolved in ethanol (60 mL) and sodium cyanoborohydride (1.6 g, 23.4 mmol) was added at room temperature. After stirring for 89 h, water (30 mL) was added, obtained precipitate was removed by filtration and the filtra... Reactants: Cc1nc2ccccc2n1C1CC2CCC(C1)N2Cc1ccccc1, CCO, O=C[O-], [NH4+], [OH-], [OH-], [Pd+2]. The product is Cc1nc2ccccc2n1C1CC2CCC(C1)N2. RXN SMILES: [CH2:1]([c:2]1[cH:3][cH:4][cH:5][cH:6][cH:7]1)[N:8]1[CH:9]2[CH2:10][CH:11]([n:16]3[c:17]([CH3:25])[n:18][c:19]4[c:20]3[cH:21][cH:22][cH:23][cH:24]4)[CH2:12][CH:13]1[CH2:14][CH2:15]2.[CH3:30][CH2:31][OH:32].[CH:26]([O-:27])=[O:28].[NH4+:29].[OH-:33].[OH-:35].[Pd+2:34]>>[NH:8]1[CH:9]2[CH2:10][CH:11]([n:16]3[c:17]([CH3:25])[n:18][c:19]4[c:20]3[cH:21][cH:22][cH:23][cH:24]4)[CH2:12][CH:13]1[CH2:14][CH2:15]2.